This data is from the Open Reaction Database (ORD), a public repository of structured organic reaction records. The task is: describe an organic reaction: reactants, conditions, products, and yield Starting materials: CC(=O)O[BH-](OC(C)=O)OC(C)=O, CC(=O)O, CO, N#Cc1ccc(C=O)cc1, ClCCl, O=C(O)C1CNC1, [Na+]. Product: N#Cc1ccc(CN2CC(C(=O)O)C2)cc1. RXN SMILES: [C:22]([O:23][BH-:24]([O:25][C:26](=[O:27])[CH3:28])[O:29][C:30](=[O:31])[CH3:32])(=[O:33])[CH3:34].[CH3:18][C:19](=[O:20])[OH:21].[CH3:39][OH:40].[CH:1](=[O:2])[c:3]1[cH:4][cH:5][c:6]([C:7]#[N:8])[cH:9][cH:10]1.[Cl:36][CH2:37][Cl:38].[NH:11]1[CH2:12][CH:13]([C:15](=[O:16])[OH:17])[CH2:14]1.[Na+:35]>>[CH2:1]([c:3]1[cH:4][cH:5][c:6]([C:7]#[N:8])[cH:9][cH:10]1)[N:11]1[CH2:12][CH:13]([C:15](=[O:16])[OH:17])[CH2:14]1. The reactants are CI (MeI), S1C(=NC=C1)C(C)=O (1-(thiazol-2-yl)ethanone), [H-].[Na+] (NaH), N(=C=S)C=1C=CC(=C(C1)C=1C(N(C2=CC(=NC=C2C1)C)C)=O)C (3-(5-isothiocyanato-2-methylphenyl)-1,7-dimethyl-1,6-naphthyridin-2(1H)-one). Solvent: CN(C)C=O (DMF). Conditions: time 1 hour. The product is CN1C(C(=CC2=CN=C(C=C12)C)C1=C(C=CC(=C1)N/C(=C/C(C=1SC=CN1)=O)/SC)C)=O ((Z)-1,7-dimethyl-3-(2-methyl-5-(1-(methylthio)-3-oxo-3-(thiazol-2-yl)prop-1-enylamino)phenyl)-1,6-naphthyridin-2(1H)-one). RXN SMILES: [S:1]1[CH:5]=[CH:4][N:3]=[C:2]1[C:6](=[O:8])[CH3:7].[H-].[Na+].[N:11]([C:14]1[CH:15]=[CH:16][C:17]([CH3:33])=[C:18]([C:20]2[C:21](=[O:32])[N:22]([CH3:31])[C:23]3[C:28]([CH:29]=2)=[CH:27][N:26]=[C:25]([CH3:30])[CH:24]=3)[CH:19]=1)=[C:12]=[S:13].[CH3:34]I>CN(C=O)C>[CH3:31][N:22]1[C:23]2[C:28](=[CH:27][N:26]=[C:25]([CH3:30])[CH:24]=2)[CH:29]=[C:20]([C:18]2[CH:19]=[C:14]([NH:11]/[C:12](/[S:13][CH3:34])=[CH:7]/[C:6](=[O:8])[C:2]3[S:1][CH:5]=[CH:4][N:3]=3)[CH:15]=[CH:16][C:17]=2[CH3:33])[C:21]1=[O:32] |f:1.2|. Reported procedure: To a solution of 1-(thiazol-2-yl)ethanone (24.0 mg, 0.2 mmol) and NaH (16.0 mg, 0.4 mmol, 60% in mineral oil) in DMF (1 mL) was added 3-(5-isothiocyanato-2-methylphenyl)-1,7-dimethyl-1,6-naphthyridin-2(1H)-one 19 (64.5 mg, 0.2 mmol) at rt. The reaction was stirred for 1 h at rt. Then MeI (29 mg, 0.20 mmol) was added. The reaction was quenched with water after 10 min and extracted with EtOAc. The organic layer was washed with brine, dried over Na2SO4, filtered and concentrated to yield crude (Z)-... Reactants: NC=1C2=C(N=CN1)N(C=C2C(=O)C2=CC(=CC=C2)[N+](=O)[O-])C2CCCC2 ((4-Amino-7-cyclopentyl-7H-pyrrolo[2,3-d]pyrimidin-5-yl)-(3-nitro-phenyl)methanone), [NH4+].[Cl-] (NH4Cl), O (water). The reagents and catalysts are [Fe] (Fe). Solvent: O1CCOCC1 (1,4-Dioxane), CCO (EtOH). Product: NC=1C2=C(N=CN1)N(C=C2C(=O)C2=CC(=CC=C2)N)C2CCCC2 ((4-Amino-7-cyclopentyl-7H-pyrrolo[2,3-d]pyrimidin-5-yl)-(3-amino-phenyl)-methanone). Yield: 100.0%. RXN SMILES: [NH2:1][C:2]1[C:3]2[C:10]([C:11]([C:13]3[CH:18]=[CH:17][CH:16]=[C:15]([N+:19]([O-])=O)[CH:14]=3)=[O:12])=[CH:9][N:8]([CH:22]3[CH2:26][CH2:25][CH2:24][CH2:23]3)[C:4]=2[N:5]=[CH:6][N:7]=1.[NH4+].[Cl-].O>O1CCOCC1.CCO.[Fe]>[NH2:1][C:2]1[C:3]2[C:10]([C:11]([C:13]3[CH:18]=[CH:17][CH:16]=[C:15]([NH2:19])[CH:14]=3)=[O:12])=[CH:9][N:8]([CH:22]3[CH2:23][CH2:24][CH2:25][CH2:26]3)[C:4]=2[N:5]=[CH:6][N:7]=1 |f:1.2|. Procedure details: Fe (8.24 g, 147.55 mmol) was added to a solution of (4-Amino-7-cyclopentyl-7H-pyrrolo[2,3-d]pyrimidin-5-yl)-(3-nitro-phenyl)methanone (10.37 g, 29.51 mmol) and NH4Cl (6.31 g, 118.0 mmol) in 1,4-Dioxane (200 mL), EtOH (150 mL), and water (100 mL). The resulting suspension was heated to reflux for 2 h, at this time the reaction was cooled to room temperature then filtered through celite eluting with EtOAc. The filtrate was dried over MgSO4 and concentrated to afford the title compound as a yellow ... Reactants: C(#C)C1=C(N=CN1[C@H]1[C@H](O)[C@H](O)[C@H](O1)CO)C(=O)N (5-ethynyl-1-β-D-ribofuranosylimidazole-4-carboxamide), [OH-].[Na+] (sodium hydroxide). Run in Cl (hydrochloric acid). Reaction conditions: temperature 100 celsius. The product is pale yellow crystals, C(#C)C1=C(N=CN1)C(=O)N (5-ethynylimidazole-4-carboxamide). Isolated yield 37.6%. Reaction SMILES: [C:1]([C:3]1[N:7]([C@@H]2O[C@H](CO)[C@@H](O)[C@H]2O)[CH:6]=[N:5][C:4]=1[C:17]([NH2:19])=[O:18])#[CH:2].[OH-].[Na+]>Cl>[C:1]([C:3]1[NH:7][CH:6]=[N:5][C:4]=1[C:17]([NH2:19])=[O:18])#[CH:2] |f:1.2|. Reported procedure: A solution of 200 mg (0.75 mmol) of 5-ethynyl-1-β-D-ribofuranosylimidazole-4-carboxamide in 5 ml of 1N hydrochloric acid solution was heated under reflux at 100° C. for 4 hours. After the reaction, the reaction solution was neutralized with lN sodium hydroxide solution, silica gel powder was added, and the solvent was evaporated. The residue was adsorbed onto a silica gel column (2.7×11 cm), eluted with a 0-16% ethanol-chloroform solvent mixture, and crystallized from an ethanol-hexane solvent m...